From a dataset of the Open Reaction Database (ORD), a public repository of structured organic reaction records. describe an organic reaction: reactants, conditions, products, and yield Reactants: O=C1C(O)=C(O)[C@H](O1)[C@@H](O)CO (ascorbic acid), CNC(=C[N+](=O)[O-])NCCSCC1=CC=C(O1)CN(C)C (ranitidine), C(CCCCCCCCCCCCCCC)(=O)O (palmitic acid). Solvent: ClCCl (dichloromethane). Run at time 3 hour. Yields the product CNC(=C[N+](=O)[O-])NCCSCC1=CC=C(O1)CN(C)C.O=C1C(O)=C([O-])[C@H](O1)[C@@H](O)CO (Ranitidine ascorbate). As a reaction SMILES: C(O)(=O)CCCCCCCCCCCCCCC.[O:19]=[C:20]1[O:26][C@H:25]([C@H:27]([CH2:29][OH:30])[OH:28])[C:23]([OH:24])=[C:21]1[OH:22].[CH3:31][NH:32][C:33]([NH:38][CH2:39][CH2:40][S:41][CH2:42][C:43]1[O:47][C:46]([CH2:48][N:49]([CH3:51])[CH3:50])=[CH:45][CH:44]=1)=[CH:34][N+:35]([O-:37])=[O:36]>ClCCl>[CH3:31][NH:32][C:33]([NH:38][CH2:39][CH2:40][S:41][CH2:42][C:43]1[O:47][C:46]([CH2:48][N:49]([CH3:50])[CH3:51])=[CH:45][CH:44]=1)=[CH:34][N+:35]([O-:37])=[O:36].[O:19]=[C:20]1[O:26][C@H:25]([C@H:27]([CH2:29][OH:30])[OH:28])[C:23]([O-:24])=[C:21]1[OH:22] |f:4.5|. Procedure: 2.45 g of palmitic acid were dissolved in 10 ml of dichloromethane. Thereafter, 0.88 g (0.5 cmole) of ascorbic acid and 1.57 g (0.5 cmole) of ranitidine were added. The mixture was stirred for 3 hours at room temperature, was filtered and washed with the same liquors. Dry weight: 3.56 g. This solid is unaltered by ambient conditions. The reactants are COCC(C)NC(=O)C=1C=C(C=C(C1)C(C)=O)C1=CC=C(C=C1)C (5-acetyl-4′-methyl-biphenyl-3-carboxylic acid (2-methoxy-1-methyl-ethyl)-amide), COC(C)(N(C)C)OC (N,N-dimethylacetamide dimethyl acetal). The product is COCC(C)NC(=O)C=1C=C(C=C(C1)C(C=CN(C)C)=O)C1=CC=C(C=C1)C (5-(3-Dimethylamino-acryloyl)-4′-methyl-biphenyl-3-carboxylic acid (2-methoxy-1-methyl-ethyl)-amide). As a reaction SMILES: [CH3:1][O:2][CH2:3][CH:4]([NH:6][C:7]([C:9]1[CH:10]=[C:11]([C:18]2[CH:23]=[CH:22][C:21]([CH3:24])=[CH:20][CH:19]=2)[CH:12]=[C:13]([C:15](=[O:17])[CH3:16])[CH:14]=1)=[O:8])[CH3:5].CO[C:27](OC)([N:29]([CH3:31])[CH3:30])C>>[CH3:1][O:2][CH2:3][CH:4]([NH:6][C:7]([C:9]1[CH:10]=[C:11]([C:18]2[CH:23]=[CH:22][C:21]([CH3:24])=[CH:20][CH:19]=2)[CH:12]=[C:13]([C:15](=[O:17])[CH:16]=[CH:27][N:29]([CH3:31])[CH3:30])[CH:14]=1)=[O:8])[CH3:5]. Procedure: A solution of 5-acetyl-4′-methyl-biphenyl-3-carboxylic acid (2-methoxy-1-methyl-ethyl)-amide (648 mg, 2 mmol) in N,N-dimethylacetamide dimethyl acetal (0.8 mL) was heated to reflux for 18 hours. The reaction mixture was cooled and volatiles were removed in vacuo. The resulting 188 mg of crude 5-(3-dimethylamino-acryloyl)-4′-methyl-biphenyl-3-carboxylic acid (2-methoxy-1-methyl-ethyl)-amide was used directly in the next step without further purification. The reactants are C(CC#N)#N (malononitrile), O.NN (hydrazine hydrate), C(C)C=1C=C(C=CC1)NN=C(C#N)C#N (2-[(3-ethylphenyl)hydrazono]malononitrile), C(C)C=1C=C(N)C=CC1 (3-ethylaniline), O.NN (hydrazine hydrate). Reported procedure: 4-[(3-ethylphenyl)hydrazono]-4H-pyrazole-3,5-diamine was prepared using 99 mg (0.5 mmol) of 2-[(3-ethylphenyl)hydrazono]malononitrile, which was derived from 3-ethylaniline (124 μL, 1.0 mmol) and malononitrile (1.5 mmol), and hydrazine hydrate. Precipitate formed in the reaction tube approximately 10 minutes after the addition of hydrazine hydrate. The resulting solid was isolated by filtration, precipitated from an ethyl acetate solution by the addition of hexanes, and dried to yield 12 mg (10%... RXN SMILES: C(C1C=C(N[N:10]=[C:11]([C:14]#[N:15])[C:12]#[N:13])C=CC=1)C.[CH2:16]([C:18]1[CH:19]=[C:20]([CH:22]=[CH:23][CH:24]=1)[NH2:21])[CH3:17].C(#N)CC#N.O.[NH2:31][NH2:32]>>[CH2:16]([C:18]1[CH:19]=[C:20]([NH:21][N:10]=[C:11]2[C:12]([NH2:13])=[N:32][N:31]=[C:14]2[NH2:15])[CH:22]=[CH:23][CH:24]=1)[CH3:17] |f:3.4|. Product: C(C)C=1C=C(C=CC1)NN=C1C(=NN=C1N)N (4-[(3-ethylphenyl)hydrazono]-4H-pyrazole-3,5-diamine), compound. Isolated yield 10.0%. Reactants: [Li+].CC(C)[N-]C(C)C (LDA), BrC=1SC=CC1 (2-bromothiophene), FC1=CC=C(CBr)C=C1 (4-fluorobenzyl bromide), Cl (HCl). Run in C1CCOC1 (THF), C1CCOC1 (THF). Conditions: time 15 minute. Yields the product ether hexanes, BrC=1SC(=CC1)CC1=CC=C(C=C1)F (2-bromo-5-(4-fluorophenylmethyl)thiophene). The yield is 45.1%. RXN SMILES: [Li+].CC([N-]C(C)C)C.[Br:9][C:10]1[S:11][CH:12]=[CH:13][CH:14]=1.[F:15][C:16]1[CH:23]=[CH:22][C:19]([CH2:20]Br)=[CH:18][CH:17]=1.Cl>C1COCC1>[Br:9][C:10]1[S:11][C:12]([CH2:20][C:19]2[CH:22]=[CH:23][C:16]([F:15])=[CH:17][CH:18]=2)=[CH:13][CH:14]=1 |f:0.1|. Reported procedure: To a -78° C. solution of LDA (19.3 mmol) in THF was added 2-bromothiophene (3.00 g, 18.4 mmol) and the reaction mixture was stirred for 15 min. A solution of 4-fluorobenzyl bromide (3.65 g, 19.3 mmol) in THF (1 mL) was added dropwise and the reaction mixture was warmed slowly to ambient temperature and stirred for 70 hours. The reaction mixture was poured into 0.5N aqueous HCl and extracted twice with ether. The combined organic layers were washed with saturated aqueous NaHCO3 (2×) and brine, dr... Reactants: ClC1=C(C=C(C=C1)Cl)OC (2,5-Dichloroanisole), ClC1=C(N)C=C(C(=C1)Cl)Cl (2,4,5-trichloroaniline). Product: COC1=CC(=C(C=C1Cl)C1=C(C=C(C(=C1)Cl)Cl)Cl)Cl (4-Methoxy-2,2',4',5,5'-pentachlorobiphenyl), product. Reaction SMILES: [Cl:1][C:2]1[CH:7]=[CH:6][C:5]([Cl:8])=[CH:4][C:3]=1[O:9][CH3:10].[Cl:11][C:12]1[CH:18]=[C:17]([Cl:19])[C:16]([Cl:20])=[CH:15][C:13]=1N>>[CH3:10][O:9][C:3]1[C:2]([Cl:1])=[CH:7][C:6]([C:13]2[CH:15]=[C:16]([Cl:20])[C:17]([Cl:19])=[CH:18][C:12]=2[Cl:11])=[C:5]([Cl:8])[CH:4]=1. Procedure details: 4-Methoxy-2,2',4',5,5'-pentachlorobiphenyl was prepared from 2,5-Dichloroanisole (35 g, 200 mmol) and 2,4,5-trichloroaniline (2.95 g, 15 mmol) according to the procedure in Example 2A. The excess dichloroanisole was removed by distillation and the residue was then filtered through silica gel (heptane eluent) and further purified [Chromatotron®, 4 mm silica gel, hexane, 20 mL/min] to give the product (980 mg). Mass spectrum: m/z at 354 for C13H7Cl5O. The reactants are CC(C)(C#C)O (2-methyl-2-hydroxy-3-butyne), N1=C(C=CC=C1C)C (2,6-lutidine), [Si](C)(C)(C(C)(C)C)OS(=O)(=O)C(F)(F)F (TBDMSOTf), CCOCC (ether). Conditions: time 10 minute. Yields the product C[Si](C)(COOC(C(C)C)C)C ((1,1 dimethyl) [(1,1-dimethyl-2-propoxy)oxy]dimethylsilane). Yield: 50.0%. Reaction SMILES: C[C:2]([OH:6])([C:4]#[CH:5])[CH3:3].N1C(C)=CC=C[C:8]=1C.[Si:15](OS(C(F)(F)F)(=O)=O)([C:18](C)(C)C)([CH3:17])[CH3:16].C[CH2:31][O:32]CC>>[CH3:16][Si:15]([CH3:18])([CH2:31][O:32][O:6][CH:2]([CH3:3])[CH:4]([CH3:5])[CH3:8])[CH3:17]. Procedure details: To a solution of 2-methyl-2-hydroxy-3-butyne (1.68 mL, 20 mmol), and 2,6-lutidine (11 mL, 5 eq) in 15 mL of, was added TBDMSOTf (5 mL, 1.1 eq) dropwise at 0° C. After being stirred for 10 min, the reaction mixture was diluted with ether (100 mL) and then quenched with water. The solution was washed with 5%-HCl solution (×2) and the aqueous layer was extracted with ether (100 mL). The combined solution was washed with saturated aqueous NaHCO3, brine, dried over NaSO4, concentrated in vacuo and th... Starting materials: C1(=CC=CC=C1)S(=O)(=O)C=1C=NC2=C(C=CC=C2C1)N1[C@H]2[C@@H](CC1)CN(C2)C(=O)OCC ((3aS,6aS)-ethyl 1-(3-(phenylsulfonyl)quinolin-8-yl)hexahydropyrrolo[3,4-b]pyrrole-5(1H)-carboxylate), C[Si](C)(C)I (trimethylsilyl-iodide), CO (Methanol). Solvent: C(Cl)(Cl)Cl (chloroform). Yields the product N1([C@H]2[C@@H](CC1)CNC2)C=2C=CC=C1C=C(C=NC21)S(=O)(=O)C2=CC=CC=C2 (8-((3aS,6aS)-hexahydropyrrolo[3,4-b]pyrrol-1(2H)-yl)-3-(phenylsulfonyl)-quinoline). The yield is 21.8%. RXN SMILES: [C:1]1([S:7]([C:10]2[CH:11]=[N:12][C:13]3[C:18]([CH:19]=2)=[CH:17][CH:16]=[CH:15][C:14]=3[N:20]2[CH2:24][CH2:23][C@H:22]3[CH2:25][N:26](C(OCC)=O)[CH2:27][C@@H:21]23)(=[O:9])=[O:8])[CH:6]=[CH:5][CH:4]=[CH:3][CH:2]=1.C[Si](I)(C)C.CO>C(Cl)(Cl)Cl>[N:20]1([C:14]2[CH:15]=[CH:16][CH:17]=[C:18]3[C:13]=2[N:12]=[CH:11][C:10]([S:7]([C:1]2[CH:6]=[CH:5][CH:4]=[CH:3][CH:2]=2)(=[O:8])=[O:9])=[CH:19]3)[CH2:24][CH2:23][C@H:22]2[CH2:25][NH:26][CH2:27][C@@H:21]12. Reported procedure: A solution of (3aS,6aS)-ethyl 1-(3-(phenylsulfonyl)quinolin-8-yl)hexahydropyrrolo[3,4-b]pyrrole-5(1H)-carboxylate (60 mg, 0.133 mmol) and trimethylsilyl-iodide (160 mg, 0.797 mmol) in chloroform (1 mL) was stirred at reflux for 1.5 h. Methanol (4 mg) was added and the solution was partitioned between ethyl acetate and aqueous NaOH (1M). The organic extract was dried (MgSO4), filtered and concentrated to yield 11 mg (22%) of the title compound as a pale yellow oil.